This data is from the Open Reaction Database (ORD), a public repository of structured organic reaction records. The task is: describe an organic reaction: reactants, conditions, products, and yield Reactants: CC(C)(C)OC(=O)CBr, CC(C)(C)OC(=O)C1CCC(NCc2ccccc2)CC1, O=C([O-])[O-], [Cs+], [Cs+], CN(C)C=O, O. The product is CC(C)(C)OC(=O)CN(Cc1ccccc1)C1CCC(C(=O)OC(C)(C)C)CC1. As a reaction SMILES: [Br:22][CH2:23][C:24](=[O:25])[O:26][C:27]([CH3:28])([CH3:29])[CH3:30].[C:1]([CH3:2])([CH3:3])([CH3:4])[O:5][C:6](=[O:7])[CH:8]1[CH2:9][CH2:10][CH:11]([NH:14][CH2:15][c:16]2[cH:17][cH:18][cH:19][cH:20][cH:21]2)[CH2:12][CH2:13]1.[C:31](=[O:32])([O-:33])[O-:34].[Cs+:35].[Cs+:36].[O:38]=[CH:39][N:40]([CH3:41])[CH3:42].[OH2:37]>>[C:1]([CH3:2])([CH3:3])([CH3:4])[O:5][C:6](=[O:7])[CH:8]1[CH2:9][CH2:10][CH:11]([N:14]([CH2:15][c:16]2[cH:17][cH:18][cH:19][cH:20][cH:21]2)[CH2:23][C:24](=[O:25])[O:26][C:27]([CH3:28])([CH3:29])[CH3:30])[CH2:12][CH2:13]1. Reactants: [BH3-]C#N, CO, NCC(O)c1cccc2ccccc12, [Na+], COC(=O)Cc1ccc(OCC(C)=O)cc1, c1ccccc1. Yields the product COC(=O)Cc1ccc(OCC(C)NCC(O)c2cccc3ccccc23)cc1. RXN SMILES: [C:37]([BH3-:38])#[N:39].[CH3:41][OH:42].[NH2:1][CH2:2][CH:3]([OH:4])[c:5]1[cH:6][cH:7][cH:8][c:9]2[cH:10][cH:11][cH:12][cH:13][c:14]12.[Na+:40].[O:15]=[C:16]([CH2:17][O:18][c:19]1[cH:20][cH:21][c:22]([CH2:25][C:26](=[O:27])[O:28][CH3:29])[cH:23][cH:24]1)[CH3:30].[cH:31]1[cH:32][cH:33][cH:34][cH:35][cH:36]1>>[NH:1]([CH2:2][CH:3]([OH:4])[c:5]1[cH:6][cH:7][cH:8][c:9]2[cH:10][cH:11][cH:12][cH:13][c:14]12)[CH:16]([CH2:17][O:18][c:19]1[cH:20][cH:21][c:22]([CH2:25][C:26](=[O:27])[O:28][CH3:29])[cH:23][cH:24]1)[CH3:30].